This data is from the Open Reaction Database (ORD), a public repository of structured organic reaction records. The task is: describe an organic reaction: reactants, conditions, products, and yield Reactants: ClC1=C2C(C(C(NC2=CC(=C1)Cl)=O)=NO)=O (5,7-Dichloro-1,2,3,4-tetrahydroquinoline-2,3,4-trione-3-oxime), C(C)(=O)OC(C)=O (acetic anhydride), ice, ice water. Solvent: CS(=O)C (DMSO). Conditions: time 8 hour. Product: C(C)(=O)ON=C1C(NC2=CC(=CC(=C2C1=O)Cl)Cl)=O (5,7-Dichloro-1,2,3,4-tetrahydroquinoline-2,3,4-trione-3-acetyloxime). Yield: 97.0%. As a reaction SMILES: [Cl:1][C:2]1[CH:11]=[C:10]([Cl:12])[CH:9]=[C:8]2[C:3]=1[C:4](=[O:16])[C:5](=[N:14][OH:15])[C:6](=[O:13])[NH:7]2.[C:17](OC(=O)C)(=[O:19])[CH3:18]>CS(C)=O>[C:17]([O:15][N:14]=[C:5]1[C:4](=[O:16])[C:3]2[C:8](=[CH:9][C:10]([Cl:12])=[CH:11][C:2]=2[Cl:1])[NH:7][C:6]1=[O:13])(=[O:19])[CH3:18]. Procedure: To a solution of 201 mg (0.776 mmole) of 17b in 2 mL of DMSO was added 0.4 mL of acetic anhydride and the solution was stirred overnight. Solid precipitate was observed after about 1 hr. To the mixture was added 10 mL of ice-water and the mixture was stirred until all of the ice melted. The mixture was filtered and washed with water, and dried to leave 228 mg (97%) of 18b as a yellow solid, mp 194°-195° C. 1H NMR (DMSO-d6), 2.292 (s, 3), 7.095 (m, 1), 7.34 (m, 1), 11.39 (s, 0.4), 11.51 (s, 0.6). Reactants: [K+], NN, [OH-], O, OCCO, Cc1c(C(=O)c2cccnc2)oc2ccc(Br)cc12. The product is Cc1c(Cc2cccnc2)oc2ccc(Br)cc12. RXN SMILES: [K+:24].[NH2:21][NH2:22].[OH-:23].[OH2:20].[OH:25][CH2:26][CH2:27][OH:28].[n:1]1[cH:2][c:3]([C:7](=[O:8])[c:9]2[o:10][c:11]3[c:12]([c:13]2[CH3:14])[cH:15][c:16]([Br:19])[cH:17][cH:18]3)[cH:4][cH:5][cH:6]1>>[n:1]1[cH:2][c:3]([CH2:7][c:9]2[o:10][c:11]3[c:12]([c:13]2[CH3:14])[cH:15][c:16]([Br:19])[cH:17][cH:18]3)[cH:4][cH:5][cH:6]1. Reactants: O=C[C@H](O)[C@@H](O)[C@H](O)[C@H](O)CO (glucose), OCC(=O)[C@@H](O)[C@H](O)[C@H](O)CO (fructose). Yields the product C([C@@H](O)[C@@H](O)[C@H](O)[C@H](O)CO)O (mannitol). RXN SMILES: [O:1]=[CH:2][C@@H:3]([C@H:5]([C@@H:7]([C@@H:9]([CH2:11][OH:12])[OH:10])[OH:8])[OH:6])[OH:4].OCC([C@H]([C@@H]([C@@H](CO)O)O)O)=O>>[CH2:11]([OH:12])[C@H:9]([C@H:7]([C@@H:5]([C@@H:3]([CH2:2][OH:1])[OH:4])[OH:6])[OH:8])[OH:10]. Procedure details: Also, the present Invention is to provide an isolating method for novel strain, Candida magnoliae (KCCM-10252), comprising steps of i) sorting a single colony growing fast at 27˜33° C. by using a plate containing 10˜20 g/L of glucose, 18˜22 g/L of fructose, 15˜25 g/L of peptone, 7˜15 g/L of yeast extract and 12˜17 g/L of agar after diluting a natural sludge sample; ii) sorting the strain producing mannitol most after fermenting such sorted strains in the medium containing 30˜70 g/L of glucose, 5... Reactants: C(C)(C)(C)OC(=O)N1CCC(CC1)N1C(N(CC=2C1=NC(=NC2)NC2=CC=CC=C2)C2=CC=C(C=C2)OC)=O (4-[3-(4-methoxy-phenyl)-2-oxo-7-phenylamino-3,4-dihydro-2H-pyrimido[4,5-d]pyrimidin-1-yl]-piperidine-1-carboxylic acid tert-butyl ester), O (water). Run in solution, FC(C(=O)O)(F)F (trifluoroacetic acid), ClCCl (dichloromethane). Conditions: time 1.5 hour. The product is COC1=CC=C(C=C1)N1C(N(C2=NC(=NC=C2C1)NC1=CC=CC=C1)C1CCNCC1)=O (3-(4-methoxy-phenyl)-7-phenylamino-1-piperidin-4-yl-3,4-dihydro-1H-pyrimido[4,5-d]pyrimidin-2-one). Reaction SMILES: C(OC([N:8]1[CH2:13][CH2:12][CH:11]([N:14]2[C:19]3=[N:20][C:21]([NH:24][C:25]4[CH:30]=[CH:29][CH:28]=[CH:27][CH:26]=4)=[N:22][CH:23]=[C:18]3[CH2:17][N:16]([C:31]3[CH:36]=[CH:35][C:34]([O:37][CH3:38])=[CH:33][CH:32]=3)[C:15]2=[O:39])[CH2:10][CH2:9]1)=O)(C)(C)C.O>FC(F)(F)C(O)=O.ClCCl>[CH3:38][O:37][C:34]1[CH:33]=[CH:32][C:31]([N:16]2[CH2:17][C:18]3[C:19](=[N:20][C:21]([NH:24][C:25]4[CH:30]=[CH:29][CH:28]=[CH:27][CH:26]=4)=[N:22][CH:23]=3)[N:14]([CH:11]3[CH2:12][CH2:13][NH:8][CH2:9][CH2:10]3)[C:15]2=[O:39])=[CH:36][CH:35]=1. Reported procedure: 4-[3-(4-Methoxy-phenyl)-2-oxo-7-phenylamino-3,4-dihydro-2H-pyrimido[4,5-d]pyrimidin-1-yl]-piperidine-1-carboxylic acid tert-butyl ester (70 mg, 0.13 mmol) (from Example 2a supra) was dissolved at 0° C. in a 50% solution of trifluoroacetic acid in dichloromethane (6 mL) that contained 100 μL of water. After stirring for 1.5 hours the mixture was partitioned between ethyl acetate and 1 N aqueous sodium hydroxide and the pH of the aqueous layer was adjusted to 12 by the addition of solid sodium hyd...